Dataset: the Open Reaction Database (ORD), a public repository of structured organic reaction records. Task: describe an organic reaction: reactants, conditions, products, and yield Reactants: C1(=CC(=CC(=C1)C)C)O (3,5-xylenol), C([O-])([O-])=O.[K+].[K+] (potassium carbonate), CN(C)C=O (DMF), IC (iodomethane). Solvent: O (water). Conditions: time 8 hour. Yields the product COC1=CC(=CC(=C1)C)C (1-methoxy-3,5-dimethylbenzene). The yield is 89.5%. As a reaction SMILES: [C:1]1([OH:9])[CH:6]=[C:5]([CH3:7])[CH:4]=[C:3]([CH3:8])[CH:2]=1.[C:10](=O)([O-])[O-].[K+].[K+].CN(C=O)C.IC>O>[CH3:10][O:9][C:1]1[CH:6]=[C:5]([CH3:7])[CH:4]=[C:3]([CH3:8])[CH:2]=1 |f:1.2.3|. Procedure: 3,5-xylenol (10 g, 0.082 mol) and anhydrous potassium carbonate (34 g, 0.25 mol) were added into DMF (150 mL) and then iodomethane (12.8 g, 0.090 mmol) was dropped under an ice bath. The system was stirred overnight at room temperature. At the end of reaction, the reaction system was added with water and then extracted with ethyl acetate, and the organic phase was washed with saturated brine, then dried and evaporated in vacuum to obtain 10 g of the product (90%) by column chromatography. Starting materials: CC(C)(C)OC(=O)N1CC(COC(c2ccccc2)(c2ccccc2)c2ccccc2)C(c2ccc(Br)cc2)C(OCc2ccc3ccccc3c2)C1, ClCCl, CO, Cl, [Na+], [Na+], O=C([O-])[O-]. Yields the product CC(C)(C)OC(=O)N1CC(CO)C(c2ccc(Br)cc2)C(OCc2ccc3ccccc3c2)C1. Reaction SMILES: [Br:1][c:2]1[cH:3][cH:4][c:5]([CH:8]2[CH:9]([O:42][CH2:43][c:44]3[cH:45][c:46]4[cH:47][cH:48][cH:49][cH:50][c:51]4[cH:52][cH:53]3)[CH2:10][N:11]([C:35](=[O:36])[O:37][C:38]([CH3:39])([CH3:40])[CH3:41])[CH2:12][CH:13]2[CH2:14][O:15][C:16]([c:17]2[cH:18][cH:19][cH:20][cH:21][cH:22]2)([c:23]2[cH:24][cH:25][cH:26][cH:27][cH:28]2)[c:29]2[cH:30][cH:31][cH:32][cH:33][cH:34]2)[cH:6][cH:7]1.[CH2:63]([Cl:64])[Cl:65].[CH3:54][OH:55].[ClH:56].[Na+:57].[Na+:58].[O-:59][C:60](=[O:61])[O-:62]>>[Br:1][c:2]1[cH:3][cH:4][c:5]([CH:8]2[CH:9]([O:42][CH2:43][c:44]3[cH:45][c:46]4[cH:47][cH:48][cH:49][cH:50][c:51]4[cH:52][cH:53]3)[CH2:10][N:11]([C:35](=[O:36])[O:37][C:38]([CH3:39])([CH3:40])[CH3:41])[CH2:12][CH:13]2[CH2:14][OH:15])[cH:6][cH:7]1. Reactants: O (Water), C(C)(C)N(CC)C(C)C (diisopropylethylamine), COCCl (chloromethyl methyl ether), FC=1C(=C(C(=O)OCC)C(=C(C1O)F)NC(C(C)(C)C)=O)OC1OCCCC1 (ethyl 3,5-difluoro-4-hydroxy-6-pivaloylamino-2-(2-tetrahydropyranyloxy)benzoate). Run in ClCCl (dichloromethane). Conditions: time 30 minute. Yields the product FC=1C(=C(C(=O)OCC)C(=C(C1OCOC)F)NC(C(C)(C)C)=O)OC1OCCCC1 (ethyl 3,5-difluoro-4-methoxymethoxy-6-pivaloylamino-2-(2-tetrahydropyranyloxy)benzoate). Isolated yield 92.6%. Reaction SMILES: [F:1][C:2]1[C:3]([O:22][CH:23]2[CH2:28][CH2:27][CH2:26][CH2:25][O:24]2)=[C:4]([C:10]([NH:15][C:16](=[O:21])[C:17]([CH3:20])([CH3:19])[CH3:18])=[C:11]([F:14])[C:12]=1[OH:13])[C:5]([O:7][CH2:8][CH3:9])=[O:6].C(N(C(C)C)CC)(C)C.[CH3:38][O:39][CH2:40]Cl.O>ClCCl>[F:1][C:2]1[C:3]([O:22][CH:23]2[CH2:28][CH2:27][CH2:26][CH2:25][O:24]2)=[C:4]([C:10]([NH:15][C:16](=[O:21])[C:17]([CH3:18])([CH3:19])[CH3:20])=[C:11]([F:14])[C:12]=1[O:13][CH2:38][O:39][CH3:40])[C:5]([O:7][CH2:8][CH3:9])=[O:6]. Procedure: 4.23 g (10.5 mmol) of the above ethyl 3,5-difluoro-4-hydroxy-6-pivaloylamino-2-(2-tetrahydropyranyloxy)benzoate was dissolved in 50 mL of dichloromethane, 2.4 mL (13.7 mmol) of diisopropylethylamine and 0.96 mL (12.6 mmol) of chloromethyl methyl ether were added under ice-cooling and the mixture was stirred at the same temperature for 30 minutes. Water was added to the reaction solution and the mixture was extracted once with chloroform. The organic layer was washed once with an aqueous saturate... Reactants: [N+](=O)([O-])C=1C=C(C(=O)O)C=CC1OC(F)(F)F (3-Nitro-4-trifluoromethoxybenzoic Acid), C(C(=O)Cl)(=O)Cl (oxalyl chloride), FC1=CC=C(N)C=C1 (4-fluoroaniline). Yields the product NC=1C=C(C(=O)NC2=CC=C(C=C2)F)C=CC1OC(F)(F)F (3-Amino-4-trifluoromethoxy-N-(4-fluorophenyl)-benzamide). Yield: 88.5%. Reaction SMILES: [N+:1]([C:4]1[CH:5]=[C:6]([CH:10]=[CH:11][C:12]=1[O:13][C:14]([F:17])([F:16])[F:15])[C:7]([OH:9])=O)([O-])=O.C(Cl)(=O)C(Cl)=O.[F:24][C:25]1[CH:31]=[CH:30][C:28]([NH2:29])=[CH:27][CH:26]=1>>[NH2:1][C:4]1[CH:5]=[C:6]([CH:10]=[CH:11][C:12]=1[O:13][C:14]([F:17])([F:16])[F:15])[C:7]([NH:29][C:28]1[CH:30]=[CH:31][C:25]([F:24])=[CH:26][CH:27]=1)=[O:9]. Procedure: Prepared according to the procedure described for Example 1 using 3-nitro-4-trifluoromethoxybenzoic acid from Step A (5.1 g, 20.5 mmol), oxalyl chloride (2.1 mL, 20.5 mmol), and 4-fluoroaniline (Aldrich. Milwaukee, Wis.) (4.6 g, 41.1 mmol) to afford the product (5.7 g); m.p. 139-140° C. The reactants are C(C1=CC=CC=C1)N(C1=C2N=C(N(C2=NC(=N1)CCC1(OCC(CO1)(C)C)C)C)Br)CC1=CC=CC=C1 (dibenzyl-{8-bromo-9-methyl-2-[2-(2,5,5-trimethyl-[1,3]dioxan-2-yl)-ethyl]-9H-purin-6-yl}amine), C(=O)([O-])[O-].[K+].[K+] (K2CO3), N1N=NC=C1 (1H-1,2,3-triazole). The solvent is CN(C)C=O (DMF). Conditions: temperature 100 celsius, time 8 hour. Product: C(C1=CC=CC=C1)N(C1=C2N=C(N(C2=NC(=N1)CCC1(OCC(CO1)(C)C)C)C)N1N=CC=N1)CC1=CC=CC=C1 (Dibenzyl-{9-methyl-8-[1,2,3]triazol-2-yl-2-[2-(2,5,5-trimethyl-[1,3]dioxan-2-yl)-ethyl]-9H-purin-6-yl}-amine). RXN SMILES: [CH2:1]([N:8]([CH2:31][C:32]1[CH:37]=[CH:36][CH:35]=[CH:34][CH:33]=1)[C:9]1[N:17]=[C:16]([CH2:18][CH2:19][C:20]2([CH3:28])[O:25][CH2:24][C:23]([CH3:27])([CH3:26])[CH2:22][O:21]2)[N:15]=[C:14]2[C:10]=1[N:11]=[C:12](Br)[N:13]2[CH3:29])[C:2]1[CH:7]=[CH:6][CH:5]=[CH:4][CH:3]=1.C([O-])([O-])=O.[K+].[K+].[NH:44]1[CH:48]=[CH:47][N:46]=[N:45]1>CN(C=O)C>[CH2:1]([N:8]([CH2:31][C:32]1[CH:37]=[CH:36][CH:35]=[CH:34][CH:33]=1)[C:9]1[N:17]=[C:16]([CH2:18][CH2:19][C:20]2([CH3:28])[O:25][CH2:24][C:23]([CH3:27])([CH3:26])[CH2:22][O:21]2)[N:15]=[C:14]2[C:10]=1[N:11]=[C:12]([N:45]1[N:46]=[CH:47][CH:48]=[N:44]1)[N:13]2[CH3:29])[C:2]1[CH:7]=[CH:6][CH:5]=[CH:4][CH:3]=1 |f:1.2.3|. Procedure details: To a solution of dibenzyl-{8-bromo-9-methyl-2-[2-(2,5,5-trimethyl-[1,3]dioxan-2-yl)-ethyl]-9H-purin-6-yl}amine (1.9 g, 3.50 mmol) in anhydrous DMF (20 ml) were added K2CO3 (0.72 g, 5.2 mmol) followed by 1H-1,2,3-triazole (362 mg, 5.2 mmol). The mixture was stirred overnight at 100° C. The solvent was evaporated under reduced pressure to give a residue that was purified by flash chromatography (DCM/MeOH: 93/7). Reactants: ClC=1C=C(C=C(C1)Cl)SC1=C(N=C(N1CC1=CC=NC=C1)CO)C(C)C (5-(3,5-Dichlorophenylthio)-4-isoproyl-1-(4-pyridylmethyl)-2-hydroxymethyl-1H-imidazole), C(N)([O-])=O (carbamate), C(CCCCCCCCCCCCC)(=O)N=C=O (myristoyl isocyanate). The product is C(CCCCCCCCCCCCC)(=O)NC(OCC=1N(C(=C(N1)C(C)C)SC1=CC(=CC(=C1)Cl)Cl)CC1=CC=NC=C1)=O (5-(3,5-Dichlorophenylthio)-4-isopropyl-1-(4-pyridylmethyl)-1H-imidazol-2-ylmethyl myristoylcarbamate). Yield: 46.0%. As a reaction SMILES: [Cl:1][C:2]1[CH:3]=[C:4]([S:9][C:10]2[N:14]([CH2:15][C:16]3[CH:21]=[CH:20][N:19]=[CH:18][CH:17]=3)[C:13]([CH2:22][OH:23])=[N:12][C:11]=2[CH:24]([CH3:26])[CH3:25])[CH:5]=[C:6]([Cl:8])[CH:7]=1.C(=O)([O-])N.[C:31]([N:46]=[C:47]=[O:48])(=[O:45])[CH2:32][CH2:33][CH2:34][CH2:35][CH2:36][CH2:37][CH2:38][CH2:39][CH2:40][CH2:41][CH2:42][CH2:43][CH3:44]>>[C:31]([NH:46][C:47](=[O:48])[O:23][CH2:22][C:13]1[N:14]([CH2:15][C:16]2[CH:21]=[CH:20][N:19]=[CH:18][CH:17]=2)[C:10]([S:9][C:4]2[CH:3]=[C:2]([Cl:1])[CH:7]=[C:6]([Cl:8])[CH:5]=2)=[C:11]([CH:24]([CH3:26])[CH3:25])[N:12]=1)(=[O:45])[CH2:32][CH2:33][CH2:34][CH2:35][CH2:36][CH2:37][CH2:38][CH2:39][CH2:40][CH2:41][CH2:42][CH2:43][CH3:44]. Procedure: The compound 89 (245 mg, 0.6 mmol) was converted to the carbamate with myristoyl isocyanate (5 eq.) in the same manner as the example 66 to give the compound 94 (182 mg, 46%) as oil. Rf 0.41 (EtOAc). RXN SMILES: [CH2:1]([CH:5]1[NH:11][C:10](=[O:12])[CH2:9][CH2:8][CH2:7][CH2:6]1)[C:2]#[C:3][CH3:4].F[B-](F)(F)F.[CH3:18][O+](C)C>>[CH2:1]([CH:5]1[CH2:6][CH2:7][CH2:8][CH2:9][C:10]([O:12][CH3:18])=[N:11]1)[C:2]#[C:3][CH3:4] |f:1.2|. Procedure: The product of EXAMPLE 256 is reacted with trimethyloxonium tetrafluoroborate by the method of Product: C(C#CC)C1N=C(CCCC1)OC (2-(2-butynyl)-3,4,5,6-tetrahydro-7-methoxy-2H-azepine). The reactants are C(C#CC)C1CCCCC(N1)=O (7-(2-butynyl)hexahydro-1H-azepin-2-one), F[B-](F)(F)F.C[O+](C)C (trimethyloxonium tetrafluoroborate). Reactants: N1=CN(C2=NC=CC=C21)C2=CC=C(C=C2)CC(=O)O (2-(4-imidazo[4,5-b]pyridine-3-yl-phenyl)-acetic acid), C1(CC1)C=1C=C(N(N1)C1=CC=CC=C1)N (5-cyclopropyl-2-phenyl-2H-pyrazol-3-ylamine). Reaction SMILES: [N:1]1[C:9]2[C:4](=[N:5][CH:6]=[CH:7][CH:8]=2)[N:3]([C:10]2[CH:15]=[CH:14][C:13]([CH2:16][C:17]([OH:19])=O)=[CH:12][CH:11]=2)[CH:2]=1.[CH:20]1([C:23]2[CH:24]=[C:25]([NH2:34])[N:26]([C:28]3[CH:33]=[CH:32][CH:31]=[CH:30][CH:29]=3)[N:27]=2)[CH2:22][CH2:21]1>>[CH:20]1([C:23]2[CH:24]=[C:25]([NH:34][C:17](=[O:19])[CH2:16][C:13]3[CH:12]=[CH:11][C:10]([N:3]4[C:4]5=[N:5][CH:6]=[CH:7][CH:8]=[C:9]5[N:1]=[CH:2]4)=[CH:15][CH:14]=3)[N:26]([C:28]3[CH:29]=[CH:30][CH:31]=[CH:32][CH:33]=3)[N:27]=2)[CH2:22][CH2:21]1. Procedure details: The title compound is prepared as described in Example 28 but using 2-(4-imidazo[4,5-b]pyridine-3-yl-phenyl)-acetic acid and 5-cyclopropyl-2-phenyl-2H-pyrazol-3-ylamine. Title compound: ES-MS: 435.50 [M+H]+; tR=1.34 min (System 3). Product: C1(CC1)C=1C=C(N(N1)C1=CC=CC=C1)NC(CC1=CC=C(C=C1)N1C=NC=2C1=NC=CC2)=O (N-(5-cyclopropyl-2-phenyl-2H-pyrazol-3-yl)-2-(4-imidazo[4,5-b]pyridine-3-yl-phenyl)-acetamide). The reactants are C(CCCCC)OC1=NC=C(C=C1)B(O)O (2-hexyloxypyridine-5-boronic acid), C(C)O (ethanol), C([O-])([O-])=O.[Na+].[Na+] (sodium carbonate), BrC1=NC=C(C=N1)Br (2,5-dibromopyrimidine). Reagents/catalysts: C=1C=CC(=CC1)[P](C=2C=CC=CC2)(C=3C=CC=CC3)[Pd]([P](C=4C=CC=CC4)(C=5C=CC=CC5)C=6C=CC=CC6)([P](C=7C=CC=CC7)(C=8C=CC=CC8)C=9C=CC=CC9)[P](C=1C=CC=CC1)(C=1C=CC=CC1)C=1C=CC=CC1 (tetrakis(triphenylphosphine)palladium(0)). Solvent: O (water), C1(=CC=CC=C1)C (toluene). Product: BrC=1C=NC(=NC1)C=1C=NC(=CC1)OCCCCCC (5-bromo-2-(6-hexyloxypyridin-3-yl)pyrimidine). The yield is 39.6%. As a reaction SMILES: [CH2:1]([O:7][C:8]1[CH:13]=[CH:12][C:11](B(O)O)=[CH:10][N:9]=1)[CH2:2][CH2:3][CH2:4][CH2:5][CH3:6].C(O)C.C(=O)([O-])[O-].[Na+].[Na+].Br[C:27]1[N:32]=[CH:31][C:30]([Br:33])=[CH:29][N:28]=1>O.C1(C)C=CC=CC=1.C1C=CC([P]([Pd]([P](C2C=CC=CC=2)(C2C=CC=CC=2)C2C=CC=CC=2)([P](C2C=CC=CC=2)(C2C=CC=CC=2)C2C=CC=CC=2)[P](C2C=CC=CC=2)(C2C=CC=CC=2)C2C=CC=CC=2)(C2C=CC=CC=2)C2C=CC=CC=2)=CC=1>[Br:33][C:30]1[CH:29]=[N:28][C:27]([C:11]2[CH:10]=[N:9][C:8]([O:7][CH2:1][CH2:2][CH2:3][CH2:4][CH2:5][CH3:6])=[CH:13][CH:12]=2)=[N:32][CH:31]=1 |f:2.3.4,^1:45,47,66,85|. Procedure: 233 mmol of 2-hexyloxypyridine-5-boronic acid, 300 ml of ethanol, a solution of 466 mmol of sodium carbonate in 150 ml of water and 2.3 mmol of tetrakis(triphenylphosphine)palladium(0) are added to a solution of 233 mmol of 2,5-dibromopyrimidine in 600 ml of toluene. The mixture is heated at the boil until the reaction is complete. The organic phase is separated off, the aqueous phase is extracted with dichloromethane, and the combined organic extracts are dried using sodium sulfate. After the s...